This data is from the Open Reaction Database (ORD), a public repository of structured organic reaction records. The task is: describe an organic reaction: reactants, conditions, products, and yield Reactants: C(C)C=1SC(=CC1)B(O)O (2-ethylthiophene-5-boronic acid), BrC1=CC=C(S1)S(=O)(=O)N1C=CC=C1 (N-(5-bromothiophene-2-sulfonyl)pyrrole). The product is C(C)C1=CC=C(S1)C1=CC=C(S1)S(=O)(=O)N1C=CC=C1 (N-[5-(5-ethyl-2-thienyl)thiophene-2-sulfonyl]pyrrole), pure product. The yield is 90.0%. As a reaction SMILES: [CH2:1]([C:3]1[S:4][C:5](B(O)O)=[CH:6][CH:7]=1)[CH3:2].Br[C:12]1[S:16][C:15]([S:17]([N:20]2[CH:24]=[CH:23][CH:22]=[CH:21]2)(=[O:19])=[O:18])=[CH:14][CH:13]=1>>[CH2:1]([C:3]1[S:4][C:5]([C:12]2[S:16][C:15]([S:17]([N:20]3[CH:24]=[CH:23][CH:22]=[CH:21]3)(=[O:18])=[O:19])=[CH:14][CH:13]=2)=[CH:6][CH:7]=1)[CH3:2]. Procedure details: N-[5-(5-ethyl-2-thienyl)thiophene-2-sulfonyl]pyrrole was prepared in the same manner as described in Example 32C from 2-ethylthiophene-5-boronic acid (411 mg, 2.64 mmol) and N-(5-bromothiophene-2-sulfonyl)pyrrole (700 mg, 2.39 mmol). Purification by column chromatography using 2% ethyl acetate/hexanes gave 6.30 mg of the pure product as a dark brown solid (90% yield).